From a dataset of the Open Reaction Database (ORD), a public repository of structured organic reaction records. describe an organic reaction: reactants, conditions, products, and yield Procedure: The title compound was prepared according to general procedure AG using 5-({[(4-Methoxy-2,6-dimethylphenyl)sulfonyl](methyl)amino}methyl)furan-3-carboxylic acid (56 mg, 0.16 mmol), EDCI (36 mg, 0.19 mmol), HOAt (26 mg, 0.19 mmol), DIPEA (0.084 mL, 0.48 mmol) and 2-{4-[(3aR,7aR)-3a,4,5,6,7,7a-hexahydro-1H-benzimidazol-2-yl]phenyl}ethanamine (82 mg, 0.14 mmol) in DMF (1 mL). The crude product was purified using Ambersep resin, then using prep method C. Run in CN(C)C=O (DMF). Reactants: COC1=CC(=C(C(=C1)C)S(=O)(=O)N(C)CC1=CC(=CO1)C(=O)O)C (5-({[(4-Methoxy-2,6-dimethylphenyl)sulfonyl](methyl)amino}methyl)furan-3-carboxylic acid), CCN(C(C)C)C(C)C (DIPEA), N1C(=N[C@H]2[C@H]1CCCC2)C2=CC=C(C=C2)CCN (2-{4-[(3aR,7aR)-3a,4,5,6,7,7a-hexahydro-1H-benzimidazol-2-yl]phenyl}ethanamine), CCN=C=NCCCN(C)C (EDCI), C1=CC2=C(N=C1)N(N=N2)O (HOAt). Reaction SMILES: [CH3:1][O:2][C:3]1[CH:8]=[C:7]([CH3:9])[C:6]([S:10]([N:13]([CH2:15][C:16]2[O:20][CH:19]=[C:18]([C:21]([OH:23])=O)[CH:17]=2)[CH3:14])(=[O:12])=[O:11])=[C:5]([CH3:24])[CH:4]=1.CCN=C=NCCCN(C)C.C1C=NC2N(O)N=NC=2C=1.CCN(C(C)C)C(C)C.[NH:55]1[C@@H:59]2[CH2:60][CH2:61][CH2:62][CH2:63][C@H:58]2[N:57]=[C:56]1[C:64]1[CH:69]=[CH:68][C:67]([CH2:70][CH2:71][NH2:72])=[CH:66][CH:65]=1>CN(C=O)C>[NH:57]1[C@@H:58]2[CH2:63][CH2:62][CH2:61][CH2:60][C@H:59]2[N:55]=[C:56]1[C:64]1[CH:65]=[CH:66][C:67]([CH2:70][CH2:71][NH:72][C:21]([C:18]2[CH:17]=[C:16]([CH2:15][N:13]([S:10]([C:6]3[C:7]([CH3:9])=[CH:8][C:3]([O:2][CH3:1])=[CH:4][C:5]=3[CH3:24])(=[O:11])=[O:12])[CH3:14])[O:20][CH:19]=2)=[O:23])=[CH:68][CH:69]=1. The product is N1C(=N[C@H]2[C@H]1CCCC2)C2=CC=C(C=C2)CCNC(=O)C2=COC(=C2)CN(C)S(=O)(=O)C2=C(C=C(C=C2C)OC)C (N-(2-{4-[(3aR,7aR)-3a,4,5,6,7,7a-hexahydro-1H-benzimidazol-2-yl]phenyl}ethyl)-5-({[(4-methoxy-2,6-dimethylphenyl)sulfonyl](methyl)amino}methyl)furan-3-carboxamide). The reactants are CC(=O)OC(C)=O, CC1(C)NCC(=O)N1CC(N)=O. Product: CC(=O)N1CC(=O)N(CC(N)=O)C1(C)C. RXN SMILES: [CH3:13][C:14](=[O:15])[O:16][C:17](=[O:18])[CH3:19].[CH3:1][C:2]1([CH3:12])[N:3]([CH2:8][C:9](=[O:10])[NH2:11])[C:4](=[O:7])[CH2:5][NH:6]1>>[CH3:1][C:2]1([CH3:12])[N:3]([CH2:8][C:9](=[O:10])[NH2:11])[C:4](=[O:7])[CH2:5][N:6]1[C:14]([CH3:13])=[O:15]. Reactants: COc1c([N+](=O)[O-])ccc2c1CCCC(N1CCOCC1)C2, CC#N, CCO, [K+], O=[N+]([O-])[O-], O, O=C(O)C(F)(F)F. The product is COc1c(N)ccc2c1CCCC(N1CCOCC1)C2. RXN SMILES: [CH3:14][O:15][c:16]1[c:17]([N+:33]([O-:34])=[O:35])[cH:18][cH:19][c:20]2[c:21]1[CH2:22][CH2:23][CH2:24][CH:25]([N:27]1[CH2:28][CH2:29][O:30][CH2:31][CH2:32]1)[CH2:26]2.[CH3:36][C:37]#[N:38].[CH3:39][CH2:40][OH:41].[K+:8].[O-:9][N+:10](=[O:11])[O-:12].[OH2:13].[OH:1][C:2]([C:3]([F:4])([F:5])[F:6])=[O:7]>>[CH3:14][O:15][c:16]1[c:17]([NH2:33])[cH:18][cH:19][c:20]2[c:21]1[CH2:22][CH2:23][CH2:24][CH:25]([N:27]1[CH2:28][CH2:29][O:30][CH2:31][CH2:32]1)[CH2:26]2. The reactants are BrC1=NNC(=C1Br)Br (3,4,5-tribromopyrazole), CN(C=O)C (dimethylformamide), C(C)OCC (diethyl ether), solution, C(CCC)[Li] (n-butyllithium). Solvent: O (water), O (water), CCCCCC (hexane). Run at temperature -78 celsius, time 1.5 hour. Product: BrC1=NNC(=C1C=O)Br (3,5-dibromo-1H-pyrazole-4-carboxaldehyde). As a reaction SMILES: [Br:1][C:2]1[C:6](Br)=[C:5]([Br:8])[NH:4][N:3]=1.[CH2:9]([O:11]CC)C.C([Li])CCC.CN(C)C=O>CCCCCC.O>[Br:8][C:5]1[C:6]([CH:9]=[O:11])=[C:2]([Br:1])[NH:3][N:4]=1. Procedure details: 81.7 g (0.268 mol) of 3,4,5-tribromopyrazole are introduced with stirring into 1500 mL of diethyl ether at a temperature in the region of 20° C. and under an argon atmosphere. The mixture is cooled to a temperature in the region of −78° C., followed by dropwise addition of 335 mL (0.536 mol) of a 1.6 M solution of n-butyllithium in hexane over 3 hours 15 minutes. The reaction mixture is stirred for 1.5 hours at a temperature in the region of −75° C., followed by dropwise addition of 100 mL (1.34... Product: O=c1[nH]c(-c2ccccc2)nc(C(F)(F)F)c1Br. As a reaction SMILES: [Br:22][N:23]1[C:24](=[O:25])[CH2:26][CH2:27][C:28]1=[O:29].[CH3:18][C:19](=[O:20])[OH:21].[OH2:30].[c:1]1(-[c:7]2[n:8][c:9]([C:14]([F:15])([F:16])[F:17])[cH:10][c:11](=[O:13])[nH:12]2)[cH:2][cH:3][cH:4][cH:5][cH:6]1>>[c:1]1(-[c:7]2[n:8][c:9]([C:14]([F:15])([F:16])[F:17])[c:10]([Br:22])[c:11](=[O:13])[nH:12]2)[cH:2][cH:3][cH:4][cH:5][cH:6]1. Reactants: O=C1CCC(=O)N1Br, CC(=O)O, O, O=c1cc(C(F)(F)F)nc(-c2ccccc2)[nH]1. Reactants: CCCC[Sn](CCCC)(CCCC)c1ccc(O)cc1, O=C(Cl)c1ccccc1Cl, [K+], [K+], O=C([O-])[O-], O=C(C=Cc1ccccc1)C=Cc1ccccc1, O=C(C=Cc1ccccc1)C=Cc1ccccc1, O=C(C=Cc1ccccc1)C=Cc1ccccc1, [Pd], [Pd]. The product is O=C(c1ccc(O)cc1)c1ccccc1Cl. RXN SMILES: [CH2:1]([Sn:2]([CH2:3][CH2:4][CH2:5][CH3:13])([c:6]1[cH:7][cH:8][c:9]([OH:12])[cH:10][cH:11]1)[CH2:14][CH2:15][CH2:16][CH3:17])[CH2:18][CH2:19][CH3:20].[Cl:27][c:28]1[c:29]([C:30](=[O:31])[Cl:32])[cH:33][cH:34][cH:35][cH:36]1.[K+:21].[K+:22].[O-:23][C:24]([O-:25])=[O:26].[O:39]=[C:40]([CH:41]=[CH:42][c:43]1[cH:44][cH:45][cH:46][cH:47][cH:48]1)[CH:49]=[CH:50][c:51]1[cH:52][cH:53][cH:54][cH:55][cH:56]1.[O:57]=[C:58]([CH:59]=[CH:60][c:61]1[cH:62][cH:63][cH:64][cH:65][cH:66]1)[CH:67]=[CH:68][c:69]1[cH:70][cH:71][cH:72][cH:73][cH:74]1.[O:75]=[C:76]([CH:77]=[CH:78][c:79]1[cH:80][cH:81][cH:82][cH:83][cH:84]1)[CH:85]=[CH:86][c:87]1[cH:88][cH:89][cH:90][cH:91][cH:92]1.[Pd:37].[Pd:38]>>[c:6]1([C:30]([c:29]2[c:28]([Cl:27])[cH:36][cH:35][cH:34][cH:33]2)=[O:31])[cH:7][cH:8][c:9]([OH:12])[cH:10][cH:11]1. Starting materials: BrCC1=CC=C(C=C1)CC(=O)O (p-bromomethylphenylacetic acid), [N-]=[N+]=[N-].[Na+] (sodium azide). Solvent: CC(=O)C (acetone), O (H2O). Run at time 20 hour. Yields the product N(=[N+]=[N-])CC1=CC=C(C=C1)CC(=O)O (p-azidomethylphenylacetic acid). The yield is 71.7%. As a reaction SMILES: Br[CH2:2][C:3]1[CH:8]=[CH:7][C:6]([CH2:9][C:10]([OH:12])=[O:11])=[CH:5][CH:4]=1.[N-:13]=[N+:14]=[N-:15].[Na+]>CC(C)=O.O>[N:13]([CH2:2][C:3]1[CH:8]=[CH:7][C:6]([CH2:9][C:10]([OH:12])=[O:11])=[CH:5][CH:4]=1)=[N+:14]=[N-:15] |f:1.2|. Procedure details: A solution of p-bromomethylphenylacetic acid (3.64 g, 15.9 mmol) in acetone (100 ml) was treated with a solution of sodium azide (1.04 g, 16.0 mmol) in H2O (15 ml). The mixture was stirred at room temperature overnight (ca. 20 h). After evaporation of the acetone, the residual solution was cooled in an ice-bath. The white gelatinous precipitate that formed was collected, washed with cold water and dried yielding 2.175 g (11.4 mmol, 71.5%) of p-azidomethylphenylacetic acid as a white solid: 1Hmr ...